From a dataset of the Open Reaction Database (ORD), a public repository of structured organic reaction records. describe an organic reaction: reactants, conditions, products, and yield The reactants are C(C)(=O)O.C(C=1C(O)=CC=CC1)(=O)O (salicylic acid acetate), above solution, phosphatides, phosphatides, C(C)(=O)O.C(C=1C(O)=CC=CC1)(=O)O (salicylic acid acetate), salicylic acid acetate-lipid, O (water), C(C)(=O)O.C(C=1C(O)=CC=CC1)(=O)O (salicylic acid acetate). The solvent is C(C)O (ethanol), C(C)O (ethanol). Conditions: temperature 22.5 celsius. Product: CC(=O)OC=1C=CC=CC1C(=O)O (Aspirin). Reaction SMILES: [C:1]([OH:4])(=[O:3])[CH3:2].[C:5]([OH:14])(=[O:13])[C:6]1[C:7](=[CH:9][CH:10]=[CH:11][CH:12]=1)O.O>C(O)C>[CH3:2][C:1]([O:4][C:12]1[CH:11]=[CH:10][CH:9]=[CH:7][C:6]=1[C:5]([OH:14])=[O:13])=[O:3] |f:0.1|. Reported procedure: To prepare a suspension, desalted egg phosphatides (Hepar) were dissolved in ethanol at a concentration of 250 mg/ml in a 1000 ml flask. To 400 mg of salicylic acid acetate, 1.6 ml of the above solution containing 400 mg of phosphatides was added and the solution adjusted with absolute ethanol to 4 ml. The final concentration of both ingredients in this pharmacological agent-lipid solution was 100 mg/ml. This procedure was performed at about 22.5° C.+/- about 2.5° C. and atmospheric pressure. Th...